This data is from the Open Reaction Database (ORD), a public repository of structured organic reaction records. The task is: describe an organic reaction: reactants, conditions, products, and yield Reactants: ClC=1C2=C(N=CN1)SC1=C2CN(C1)C(=O)OCC (Ethyl 4-chloro-5,7-dihydro-6H-pyrrolo[3′,4′:4,5]thieno[2,3-d]pyrimidine-6-carboxylate), ClC=1C=C(N)C=CC1OCC1=NC=CC=C1 (3-Chloro-4-(pyridin-2-ylmethoxy)aniline). Yields the product ClC=1C=C(C=CC1OCC1=NC=CC=C1)NC=1C2=C(N=CN1)SC1=C2CN(C1)C(=O)OCC (Ethyl 4-{[3-chloro-4-(pyridin-2-ylmethoxy)phenyl]amino}-5,7-dihydro-6H-pyrrolo[3′,4′:4,5]thieno[2,3-d]pyrimidine-6-carboxylate). As a reaction SMILES: Cl[C:2]1[C:3]2[C:10]3[CH2:11][N:12]([C:14]([O:16][CH2:17][CH3:18])=[O:15])[CH2:13][C:9]=3[S:8][C:4]=2[N:5]=[CH:6][N:7]=1.[Cl:19][C:20]1[CH:21]=[C:22]([CH:24]=[CH:25][C:26]=1[O:27][CH2:28][C:29]1[CH:34]=[CH:33][CH:32]=[CH:31][N:30]=1)[NH2:23]>>[Cl:19][C:20]1[CH:21]=[C:22]([NH:23][C:2]2[C:3]3[C:10]4[CH2:11][N:12]([C:14]([O:16][CH2:17][CH3:18])=[O:15])[CH2:13][C:9]=4[S:8][C:4]=3[N:5]=[CH:6][N:7]=2)[CH:24]=[CH:25][C:26]=1[O:27][CH2:28][C:29]1[CH:34]=[CH:33][CH:32]=[CH:31][N:30]=1. Reported procedure: In analogy to Example 22A, ethyl 4-chloro-5,7-dihydro-6H-pyrrolo[3′,4′:4,5]thieno[2,3-d]pyrimidine-6-carboxylate from Example 21A (100 mg, 0.35 mmol) and 3-chloro-4-(pyridin-2-ylmethoxy)aniline from Example 6A (87 mg, 0.37 mmol) were reacted to the title compound to give 158 mg of a crude product (72% purity, 67% yield), which was used in the next step without further purification. Starting materials: Cl (HCl), [OH-].[Na+] (NaOH), C(=N)(N)S(=O)O (formamidine sulfinic acid), [OH-].[Na+] (sodium hydroxide), OCC1=C(C(=CC(=C1)OC)N=NC1=C(C=CC=C1)[N+](=O)[O-])O (2-(hydroxymethyl)-4-methoxy-6-((2-nitrophenyl)diazenyl)phenol). Run in O (water), O (water), C(C)O (ethanol). Conditions: temperature 80 celsius, time 3 hour. Yields the product N=1N(N=C2C1C=CC=C2)C2=C(C(=CC(=C2)OC)CO)O (2-(2H-benzo[d][1,2,3]triazol-2-yl)-6-(hydroxymethyl)-4-methoxyphenol). Yield: 20.4%. RXN SMILES: [OH:1][CH2:2][C:3]1[CH:8]=[C:7]([O:9][CH3:10])[CH:6]=[C:5]([N:11]=[N:12][C:13]2[CH:18]=[CH:17][CH:16]=[CH:15][C:14]=2[N+:19]([O-])=O)[C:4]=1[OH:22].[OH-].[Na+].C(S(O)=O)(N)=N.Cl>O.C(O)C>[N:12]1[N:11]([C:5]2[CH:6]=[C:7]([O:9][CH3:10])[CH:8]=[C:3]([CH2:2][OH:1])[C:4]=2[OH:22])[N:19]=[C:14]2[CH:15]=[CH:16][CH:17]=[CH:18][C:13]=12 |f:1.2|. Procedure details: In a 500 ml round bottom flask equipped with a magnetic stirrer, regular addition funnel, powder addition funnel, and nitrogen inlet was added 23.6 g (77.7 mmol) 2-(hydroxymethyl)-4-methoxy-6-((2-nitrophenyl)diazenyl)phenol and 200 ml ethanol. NaOH (18.8 g, 470 mmol) was dissolved in 100 ml deionized water and approximately one-fourth was added dropwise to the reaction mixture. The mixture was heated to 80° C. and 25.1 g (232 mmol) formamidine sulfinic acid and the remaining sodium hydroxide sol... Reactants: C(CCCC)O (1-pentanol), C(C)(C)(C)OOC(C)(C)C (tert-butyl peroxide), C(C)C1=CC=CC=C1 (ethylbenzene), {[Cl2NN]Cu}2(benzene). Reaction conditions: temperature 90 celsius. Yields the product C1(=CC=CC=C1)C(OCCCCC)C (PhCH(OCH2CH2CH2CH2CH3)Me). Yield: 48.0%. As a reaction SMILES: [CH2:1]([OH:6])[CH2:2][CH2:3][CH2:4][CH3:5].[CH2:7]([C:9]1[CH:14]=[CH:13][CH:12]=[CH:11][CH:10]=1)[CH3:8].C(OOC(C)(C)C)(C)(C)C>>[C:9]1([CH:7]([CH3:8])[O:6][CH2:1][CH2:2][CH2:3][CH2:4][CH3:5])[CH:14]=[CH:13][CH:12]=[CH:11][CH:10]=1. Procedure: Into a pressure vessel 1-pentanol (109 μL, 1 mmol, 1 eq) was added and diluted with ethylbenzene (1.225 mL, 10 mmol, 10 eq). To this stirring solution was added 1 mol % of a stock solution of {[Cl2NN]Cu}2(benzene) from the catalyst stock solution described in Example 4 (200 μL=0.01 mmol). After adding of tert-butyl peroxide (220 μL, 1.2 mmol), the pressure vessel was sealed and heated to 90° C. for 24 hr. The catalyst was separated by exposing the mixture to air and filtering through Celite®. Af... Starting materials: CCCCC1CC2CCC(C1)N2, CC#N, CC(CI)CN1C(=O)CSc2ccccc21. The product is CCCCC1CC2CCC(C1)N2CC(C)CN1C(=O)CSc2ccccc21. RXN SMILES: [CH2:17]([CH2:18][CH2:19][CH3:20])[CH:21]1[CH2:22][CH:23]2[CH2:24][CH2:25][CH:26]([CH2:27]1)[NH:28]2.[CH3:29][C:30]#[N:31].[I:1][CH2:2][CH:3]([CH2:4][N:5]1[C:6](=[O:15])[CH2:7][S:8][c:9]2[c:10]1[cH:11][cH:12][cH:13][cH:14]2)[CH3:16]>>[CH2:2]([CH:3]([CH2:4][N:5]1[C:6](=[O:15])[CH2:7][S:8][c:9]2[c:10]1[cH:11][cH:12][cH:13][cH:14]2)[CH3:16])[N:28]1[CH:23]2[CH2:22][CH:21]([CH2:17][CH2:18][CH2:19][CH3:20])[CH2:27][CH:26]1[CH2:25][CH2:24]2.